From a dataset of the Open Reaction Database (ORD), a public repository of structured organic reaction records. describe an organic reaction: reactants, conditions, products, and yield Reactants: [Br-], C=C[Mg+], CON(C)C(=O)C(CC1CCOCC1)c1ccc(S(C)(=O)=O)c(Cl)c1, Cl, C1CCOC1. Yields the product C=CC(=O)C(CC1CCOCC1)c1ccc(S(C)(=O)=O)c(Cl)c1. Reaction SMILES: [Br-:26].[CH:27](=[CH2:28])[Mg+:29].[Cl:1][c:2]1[cH:3][c:4]([CH:12]([C:13](=[O:14])[N:15]([O:16][CH3:17])[CH3:18])[CH2:19][CH:20]2[CH2:21][CH2:22][O:23][CH2:24][CH2:25]2)[cH:5][cH:6][c:7]1[S:8](=[O:9])(=[O:10])[CH3:11].[ClH:30].[O:31]1[CH2:32][CH2:33][CH2:34][CH2:35]1>>[Cl:1][c:2]1[cH:3][c:4]([CH:12]([C:13](=[O:14])[CH:27]=[CH2:28])[CH2:19][CH:20]2[CH2:21][CH2:22][O:23][CH2:24][CH2:25]2)[cH:5][cH:6][c:7]1[S:8](=[O:9])(=[O:10])[CH3:11]. Starting materials: C(=O)(OCC1=CC=CC=C1)N1[C@H](C(=O)O)C[C@H](C1)O (N-CBZ-trans-4-hydroxy-L-proline), CC(=O)C.OS(=O)(=O)O.O=[Cr](=O)=O (Jones reagent). Run in CC(=O)C (acetone). Run at temperature -5 celsius, time 2.25 hour. The product is C(=O)(OCC1=CC=CC=C1)N1[C@H](C(=O)O)CC(C1)=O (N-CBZ-4-keto-L-proline). Reaction SMILES: [C:1]([N:11]1[CH2:18][C@H:17]([OH:19])[CH2:16][C@H:12]1[C:13]([OH:15])=[O:14])([O:3][CH2:4][C:5]1[CH:10]=[CH:9][CH:8]=[CH:7][CH:6]=1)=[O:2].CC(C)=O.OS(O)(=O)=O.O=[Cr](=O)=O>CC(C)=O>[C:1]([N:11]1[CH2:18][C:17](=[O:19])[CH2:16][C@H:12]1[C:13]([OH:15])=[O:14])([O:3][CH2:4][C:5]1[CH:6]=[CH:7][CH:8]=[CH:9][CH:10]=1)=[O:2] |f:1.2.3|. Procedure details: N-CBZ-trans-4-hydroxy-L-proline (2.65 g, 10.0 mmol) was dissolved in acetone (20 mL) and cooled to -5° C. in an ice-salt water bath. Jones reagent (7.5 mL, 20.0 mmol) was added, the ice bath was removed, and the reaction was stirred at room temperature for 2.25 h before quenching the excess Jones reagent with isopropanol (1 mL). After stirring for 2 h, the green solution was decanted from the dark green precipitate and concentrated in vacuo. The residue was partitioned between ethyl acetate (20 ...